From a dataset of the Open Reaction Database (ORD), a public repository of structured organic reaction records. describe an organic reaction: reactants, conditions, products, and yield Run in C(C)O (ethanol). Run at time 24 hour. Reactants: OC=1C=CC(=NC1)C=CC(=O)OCC (ethyl 3-(5-hydroxypyridin-2-yl)acrylate). The reagents and catalysts are [Pd] (palladium on carbon). Yield: 65.0%. Product: OC=1C=CC(=NC1)CCC(=O)OCC (Ethyl 3-(5-hydroxypyridin-2-yl)propanoate). Procedure details: The mixture of ethyl 3-(5-hydroxypyridin-2-yl)acrylate (2.30 g, 11.9 mmol, step 1 of Example 5) and 10 wt. % palladium on carbon (230 mg) in ethanol (5 mL) was stirred under hydrogen (1 atom) at room temperature for 24 h. The mixture was filtered through a pad of Celite, and washed with ethanol and the filtrate was concentrated under reduced pressure. The resulting residue was chromatographed on a column of silica gel eluting with n-hexane/ethyl acetate (1:1) to give 1.51 g (65%) of the title co... RXN SMILES: [OH:1][C:2]1[CH:3]=[CH:4][C:5]([CH:8]=[CH:9][C:10]([O:12][CH2:13][CH3:14])=[O:11])=[N:6][CH:7]=1>[Pd].C(O)C>[OH:1][C:2]1[CH:3]=[CH:4][C:5]([CH2:8][CH2:9][C:10]([O:12][CH2:13][CH3:14])=[O:11])=[N:6][CH:7]=1. Starting materials: [Al+3], Cl, [H-], [H-], [H-], [H-], [Li+], C1CCOC1, Cc1cc(C)c(C(=O)CCCCC(=O)O)c(O)c1C. Yields the product Cc1cc(C)c(C(O)CCCCC(=O)O)c(O)c1C. As a reaction SMILES: [Al+3:2].[ClH:26].[H-:1].[H-:4].[H-:5].[H-:6].[Li+:3].[O:27]1[CH2:28][CH2:29][CH2:30][CH2:31]1.[OH:7][c:8]1[c:9]([C:10](=[O:11])[CH2:12][CH2:13][CH2:14][CH2:15][C:16](=[O:17])[OH:18])[c:19]([CH3:25])[cH:20][c:21]([CH3:24])[c:22]1[CH3:23]>>[OH:7][c:8]1[c:9]([CH:10]([OH:11])[CH2:12][CH2:13][CH2:14][CH2:15][C:16](=[O:17])[OH:18])[c:19]([CH3:25])[cH:20][c:21]([CH3:24])[c:22]1[CH3:23]. Starting materials: C(\C=C\C)=O (crotonaldehyde), C(C)(=O)OC/C=C/C=O (γ-acetoxycrotonaldehyde), C(C=CCC)=O (2-pentenal), C(=O)C=C (acrolein), C(C=CCCC)=O (2-hexenal). The product is C(=O)C1C(C1C)(C(=O)OC)C(=O)OC (dimethyl 2-formyl-3-methylcyclopropane-1,1-dicarboxylate), COC(=O)C1(C(C1CCC)C=O)C(=O)OC.C(=O)C1C(C1CC)(C(=O)OC)C(=O)OC (dimethyl 2-formyl-3-ethylcyclopropane-1,1-dicarboxylate dimethyl 2-formyl-3-propylcyclopropane-1,1-dicarboxylate), C(C)(=O)OCC1C(C1(C(=O)OC)C(=O)OC)C=O (dimethyl 3-(acetoxymethyl)-2-formylcyclopropane-1,1-dicarboxylate). Reaction SMILES: [CH:1]([CH:3]=[CH2:4])=[O:2].[CH:5](=[O:9])/[CH:6]=[CH:7]/[CH3:8].[CH:10](=[O:15])[CH:11]=[CH:12][CH2:13][CH3:14].[CH:16](=[O:22])[CH:17]=[CH:18][CH2:19][CH2:20][CH3:21].[C:23]([O:26][CH2:27]/[CH:28]=[CH:29]/[CH:30]=[O:31])(=[O:25])[CH3:24]>>[CH:10]([CH:11]1[CH:13]([CH3:14])[C:12]1([C:5]([O:2][CH3:1])=[O:9])[C:23]([O:26][CH3:27])=[O:25])=[O:15].[CH3:23][O:26][C:27]([C:28]1([C:16]([O:2][CH3:1])=[O:22])[CH:5]([CH2:6][CH2:7][CH3:8])[CH:29]1[CH:30]=[O:31])=[O:15].[CH:16]([CH:17]1[CH:19]([CH2:20][CH3:21])[C:18]1([C:5]([O:2][CH3:1])=[O:9])[C:23]([O:26][CH3:27])=[O:25])=[O:22].[C:23]([O:26][CH2:27][CH:28]1[C:3]([C:4]([O:9][CH3:5])=[O:22])([C:1]([O:15][CH3:10])=[O:2])[CH:29]1[CH:30]=[O:31])(=[O:25])[CH3:24] |f:6.7|. Procedure: In the same manner but replacing acrolein with an equivalent amount of crotonaldehyde, 2-pentenal, 2-hexenal or γ-acetoxycrotonaldehyde, the following compounds of formula V, dimethyl 2-formyl-3-methylcyclopropane-1,1-dicarboxylate, dimethyl 2-formyl-3-ethylcyclopropane-1,1-dicarboxylate dimethyl 2-formyl-3-propylcyclopropane-1,1-dicarboxylate, dimethyl 3-(acetoxymethyl)-2-formylcyclopropane-1,1-dicarboxylate are obtained, respectively. Reactants: O=C([O-])[O-], [Cs+], [Cs+], CC1(C)OCC(CCI)O1, COc1cccc(-c2cc(F)ccc2C2Cc3nc(N)nc(C)c3C(=NO)N2)n1, CN(C)C=O. Product: COc1cccc(-c2cc(F)ccc2C2Cc3nc(N)nc(C)c3C(=NOCCC3COC(C)(C)O3)N2)n1. RXN SMILES: [C:30](=[O:31])([O-:32])[O-:33].[Cs+:34].[Cs+:35].[I:36][CH2:37][CH2:38][CH:39]1[O:40][C:41]([CH3:44])([CH3:45])[O:42][CH2:43]1.[NH2:1][c:2]1[n:3][c:4]([CH3:29])[c:5]2[c:6]([n:7]1)[CH2:8][CH:9]([c:14]1[c:15](-[c:21]3[n:22][c:23]([O:27][CH3:28])[cH:24][cH:25][cH:26]3)[cH:16][c:17]([F:20])[cH:18][cH:19]1)[NH:10][C:11]2=[N:12][OH:13].[O:46]=[CH:47][N:48]([CH3:49])[CH3:50]>>[NH2:1][c:2]1[n:3][c:4]([CH3:29])[c:5]2[c:6]([n:7]1)[CH2:8][CH:9]([c:14]1[c:15](-[c:21]3[n:22][c:23]([O:27][CH3:28])[cH:24][cH:25][cH:26]3)[cH:16][c:17]([F:20])[cH:18][cH:19]1)[NH:10][C:11]2=[N:12][O:13][CH2:37][CH2:38][CH:39]1[O:40][C:41]([CH3:44])([CH3:45])[O:42][CH2:43]1. The reactants are CN(C)C=O, O=[N+]([O-])c1ccc(Cl)nc1, Cl, [H-], [Na+], CCOC(=O)C(C(=O)OCC)c1ccccc1. The product is CCOC(=O)C(C(=O)OCC)(c1ccccc1)c1ccc([N+](=O)[O-])cn1. RXN SMILES: [CH3:31][N:32]([CH3:33])[CH:34]=[O:35].[Cl:20][c:21]1[n:22][cH:23][c:24]([N+:27](=[O:28])[O-:29])[cH:25][cH:26]1.[ClH:30].[H-:18].[Na+:19].[c:1]1([CH:7]([C:8](=[O:9])[O:10][CH2:11][CH3:12])[C:13](=[O:14])[O:15][CH2:16][CH3:17])[cH:2][cH:3][cH:4][cH:5][cH:6]1>>[c:1]1([C:7]([C:8](=[O:9])[O:10][CH2:11][CH3:12])([C:13](=[O:14])[O:15][CH2:16][CH3:17])[c:21]2[n:22][cH:23][c:24]([N+:27](=[O:28])[O-:29])[cH:25][cH:26]2)[cH:2][cH:3][cH:4][cH:5][cH:6]1. Starting materials: [BH4-], CCO, ClC(Cl)Cl, O=Cc1c(-c2ccc(Cl)cc2)nc2sc3ccccc3n12, [Na+]. Yields the product OCc1c(-c2ccc(Cl)cc2)nc2sc3ccccc3n12. As a reaction SMILES: [BH4-:22].[CH3:28][CH2:29][OH:30].[CH:24]([Cl:25])([Cl:26])[Cl:27].[Cl:1][c:2]1[cH:3][cH:4][c:5](-[c:8]2[n:9][c:10]3[s:11][c:12]4[c:13]([n:14]3[c:15]2[CH:16]=[O:17])[cH:18][cH:19][cH:20][cH:21]4)[cH:6][cH:7]1.[Na+:23]>>[Cl:1][c:2]1[cH:3][cH:4][c:5](-[c:8]2[n:9][c:10]3[s:11][c:12]4[c:13]([n:14]3[c:15]2[CH2:16][OH:17])[cH:18][cH:19][cH:20][cH:21]4)[cH:6][cH:7]1. Reactants: [OH-].[Na+] (sodium hydroxide), COC=1C=C2C=C(N=CC2=CC1OC)C(=O)OC (6,7-dimethoxy-3-isoquinolinecarboxylic acid, methyl ester). Product: COC=1C=C2C=C(N=CC2=CC1OC)C(=O)O (6,7-Dimethoxy-3-isoquinolinecarboxylic acid). Reported procedure: A solution of sodium hydroxide (4.38 g, 109.4 mmol) in 70 ml of water was added to a solution of 6,7-dimethoxy-3-isoquinolinecarboxylic acid, methyl ester (22.54 g, 91.2 mmol) in 1800 ml of water:tetrahydrofuran 1:1. After stirring overnight at room temperature, the tetrahydrofuran was distilled off in vacuo and the pH of the remaining aqueous solution was brought to 3 with 3N hydrochloric acid. The resulting precipitate was filtered off with suction, washed with water and dried in vacuo. Yield:... Run in O (water), O.O1CCCC1 (water tetrahydrofuran). Reaction conditions: time 8 hour. Reaction SMILES: [OH-].[Na+].[CH3:3][O:4][C:5]1[CH:6]=[C:7]2[C:12](=[CH:13][C:14]=1[O:15][CH3:16])[CH:11]=[N:10][C:9]([C:17]([O:19]C)=[O:18])=[CH:8]2>O.O.O1CCCC1>[CH3:3][O:4][C:5]1[CH:6]=[C:7]2[C:12](=[CH:13][C:14]=1[O:15][CH3:16])[CH:11]=[N:10][C:9]([C:17]([OH:19])=[O:18])=[CH:8]2 |f:0.1,4.5|. The reactants are intermediate d, CCOC(=O)C1=CC=2C(=NC(=C(C2)OC(C2=CC=CC=C2)=O)Cl)N1C(=O)OC(C)(C)C (5-benzoyloxy-6-chloro-pyrrolo[2,3-b]pyridine-1,2-dicarboxylic acid 1-tert-butyl ester 2-ethyl ester), C([O-])([O-])=O.[K+].[K+] (potassium carbonate). The product is CCOC(=O)C1=CC=2C(=NC(=C(C2)O)Cl)N1C(=O)OC(C)(C)C (6-Chloro-5-hydroxy-pyrrolo[2,3-b]pyridine-1,2-dicarboxylic acid 1-tert-butyl ester 2-ethyl ester). Reaction SMILES: [CH3:1][CH2:2][O:3][C:4]([C:6]1[N:24]([C:25]([O:27][C:28]([CH3:31])([CH3:30])[CH3:29])=[O:26])[C:9]2=[N:10][C:11]([Cl:23])=[C:12]([O:14]C(=O)C3C=CC=CC=3)[CH:13]=[C:8]2[CH:7]=1)=[O:5].C(=O)([O-])[O-].[K+].[K+]>>[CH3:1][CH2:2][O:3][C:4]([C:6]1[N:24]([C:25]([O:27][C:28]([CH3:29])([CH3:31])[CH3:30])=[O:26])[C:9]2=[N:10][C:11]([Cl:23])=[C:12]([OH:14])[CH:13]=[C:8]2[CH:7]=1)=[O:5] |f:1.2.3|. Reported procedure: This compound was prepared in analogy to example 3, intermediate d) from 5-benzoyloxy-6-chloro-pyrrolo[2,3-b]pyridine-1,2-dicarboxylic acid 1-tert-butyl ester 2-ethyl ester and potassium carbonate. Reactants: C(CC)C(CO)CO (2-Propyl-1,3-propanediol), FC(C1=CC=C(C=C1)CCCCC=O)(F)F (5-(4-trifluoromethylphenyl)pentanal). Run in C1(=CC=CC=C1)C (toluene). Yields the product C(CC)C1COC(OC1)CCCCC1=CC=C(C=C1)C(F)(F)F (5-propyl-2-(4-(4-trifluoromethylphenyl)butyl)-1,3-dioxane). The yield is 51.2%. Reaction SMILES: [CH2:1]([CH:4]([CH2:7][OH:8])[CH2:5][OH:6])[CH2:2][CH3:3].[F:9][C:10]([F:24])([F:23])[C:11]1[CH:16]=[CH:15][C:14]([CH2:17][CH2:18][CH2:19][CH2:20][CH:21]=O)=[CH:13][CH:12]=1>C1(C)C=CC=CC=1>[CH2:1]([CH:4]1[CH2:7][O:8][CH:21]([CH2:20][CH2:19][CH2:18][CH2:17][C:14]2[CH:13]=[CH:12][C:11]([C:10]([F:9])([F:23])[F:24])=[CH:16][CH:15]=2)[O:6][CH2:5]1)[CH2:2][CH3:3]. Procedure details: 2-Propyl-1,3-propanediol 5.90 g (49.9 mmol) and the above 5-(4-trifluoromethylphenyl)pentanal 7.50 g (32.6 mmol) were dissolved in toluene 70 ml, and PTS 1 g was added, and the mixture was refluxed with heating for 3 hours while removing water formed with Dien-Stark. The reactant was washed with a saturated sodium bicarbonate aqueous solution, and then with saturated sodium chloride aqueous solution, and dried over anhydrous magnesium sulfate, and the solvent was distilled off. The residue was p...